This data is from the Open Reaction Database (ORD), a public repository of structured organic reaction records. The task is: describe an organic reaction: reactants, conditions, products, and yield Starting materials: COC(=O)CCC(COS(=O)(=O)c1ccc(C)cc1)NC(=O)OC(C)(C)C, [N-]=[N+]=[N-], [Na+], CN(C)C=O. The product is COC(=O)CCC(CN=[N+]=[N-])NC(=O)OC(C)(C)C. Reaction SMILES: [C:1]([CH3:2])([CH3:3])([CH3:4])[O:5][C:6](=[O:7])[NH:8][CH:9]([CH2:10][CH2:11][C:12](=[O:13])[O:14][CH3:15])[CH2:16][O:17][S:18]([c:19]1[cH:20][cH:21][c:22]([CH3:23])[cH:24][cH:25]1)(=[O:26])=[O:27].[N-:29]=[N+:30]=[N-:31].[Na+:28].[O:32]=[CH:33][N:34]([CH3:35])[CH3:36]>>[C:1]([CH3:2])([CH3:3])([CH3:4])[O:5][C:6](=[O:7])[NH:8][CH:9]([CH2:10][CH2:11][C:12](=[O:13])[O:14][CH3:15])[CH2:16][N:29]=[N+:30]=[N-:31].